This data is from the Open Reaction Database (ORD), a public repository of structured organic reaction records. The task is: describe an organic reaction: reactants, conditions, products, and yield Reactants: 118.18, C(CCC)OCCO (2-butoxy-ethanol), C=1(C(=CC=CC1)S(=O)(=O)Cl)C (toluenesulfonylchloride). Solvent: N1=CC=CC=C1 (pyridine). Run at time 2 hour. Product: C1(=C(C=CC=C1)S(=O)(=O)OCCOCCCC)C (O-(toluylsulfonyl)-2-butoxy-ethanol). Yield: 73.6%. RXN SMILES: [CH2:1]([O:5][CH2:6][CH2:7][OH:8])[CH2:2][CH2:3][CH3:4].[C:9]1([CH3:19])[C:10]([S:15](Cl)(=[O:17])=[O:16])=[CH:11][CH:12]=[CH:13][CH:14]=1>N1C=CC=CC=1>[C:9]1([CH3:19])[CH:14]=[CH:13][CH:12]=[CH:11][C:10]=1[S:15]([O:8][CH2:7][CH2:6][O:5][CH2:1][CH2:2][CH2:3][CH3:4])(=[O:17])=[O:16]. Reported procedure: To a cold (0° C.) solution of 118.18 (1 mol) of 2-butoxy-ethanol in anhydrous pyridine, was added 190.66 g (1 mol) of toluenesulfonylchloride. The resultant reaction mixture was allowed to react for approximately one hour at 0° C., then at room temperature for approximately two hours. When the reaction was substantially complete, as indicated by TLC, the reaction mixture was concentrated in vacuo to provide a residue. This residue was partitioned between diethyl ether and a 1N aqueous hydrochlor... Reactants: N(N)C1=NC=C(N=C1C(CC)C)C=1C=NC=CC1 (rac-2-hydrazino-3-(1-methylpropyl)-5-(3-pyridyl)pyrazine), N1C=NC(=C1)CC(C(=O)OCC)C(=O)OCC (diethyl (imidazol-4-ylmethyl)malonate). Yields the product CC(CC)C=1C=2N(C=C(N1)C=1C=NC=CC1)C(=NN2)C(C(=O)OCC)CC=2N=CNC2 (ethyl (RS)-8-[(RS)-1-methylpropyl]-α-(imidazol-4-ylmethyl)-6-(3-pyridyl)-s-triazolo[4,3-a]pyrazine-3-acetate). As a reaction SMILES: [NH:1]([C:3]1[C:8]([CH:9]([CH3:12])[CH2:10][CH3:11])=[N:7][C:6]([C:13]2[CH:14]=[N:15][CH:16]=[CH:17][CH:18]=2)=[CH:5][N:4]=1)[NH2:2].[NH:19]1[CH:23]=[C:22]([CH2:24][CH:25]([C:31](OCC)=O)[C:26]([O:28][CH2:29][CH3:30])=[O:27])[N:21]=[CH:20]1>>[CH3:12][CH:9]([C:8]1[C:3]2[N:4]([C:31]([CH:25]([CH2:24][C:22]3[N:21]=[CH:20][NH:19][CH:23]=3)[C:26]([O:28][CH2:29][CH3:30])=[O:27])=[N:2][N:1]=2)[CH:5]=[C:6]([C:13]2[CH:14]=[N:15][CH:16]=[CH:17][CH:18]=2)[N:7]=1)[CH2:10][CH3:11]. Procedure: In a manner analogous to Example 1, by condensing rac-2-hydrazino-3-(1-methylpropyl)-5-(3-pyridyl)pyrazine with diethyl (imidazol-4-ylmethyl)malonate there is obtained ethyl (RS)-8-[(RS)-1-methylpropyl]-α-(imidazol-4-ylmethyl)-6-(3-pyridyl)-s-triazolo[4,3-a]pyrazine-3-acetate, MS: 419 (M)+, which is converted into the above acid by alkaline saponification. Starting materials: O(C[*:2])[*:1] (poly(oxymethylene)), CC1=CC=C(O1)CN1C(=NC=2C1=NC=CC2)NC2CCNCC2 (3-[(5-methyl-2-furanyl)methyl]-N-(4-piperidinyl)-3H-imidazo[4,5-b]pyridin-2-amine), S1C=CC=C1 (thiophene), [H][H] (hydrogen). Reagents/catalysts: [Pt] (platinum-on-charcoal). Solvent: CO (methanol), CO (methanol). Product: CC1=CC=C(O1)CN1C(=NC=2C1=NC=CC2)NC2CCN(CC2)C (3-[(5-methyl-2-furanyl)methyl]-N-(1-methyl-4-piperidinyl)-3H-imidazo[4,5-b]pyridin-2-amine). The yield is 14.3%. Reaction SMILES: [CH3:1][C:2]1[O:6][C:5]([CH2:7][N:8]2[C:12]3=[N:13][CH:14]=[CH:15][CH:16]=[C:11]3[N:10]=[C:9]2[NH:17][CH:18]2[CH2:23][CH2:22][NH:21][CH2:20][CH2:19]2)=[CH:4][CH:3]=1.S1C=CC=[CH:25]1.[H][H]>CO.[Pt]>[CH3:1][C:2]1[O:6][C:5]([CH2:7][N:8]2[C:12]3=[N:13][CH:14]=[CH:15][CH:16]=[C:11]3[N:10]=[C:9]2[NH:17][CH:18]2[CH2:23][CH2:22][N:21]([CH3:25])[CH2:20][CH2:19]2)=[CH:4][CH:3]=1. Procedure: A mixture of 2 parts of poly(oxymethylene), 4.5 parts of 3-[(5-methyl-2-furanyl)methyl]-N-(4-piperidinyl)-3H-imidazo[4,5-b]pyridin-2-amine, 1 part of a solution of thiophene in methanol 4% and 120 parts of methanol was hydrogenated at normal pressure and at 50° C. with 2 parts of platinum-on-charcoal catalyst 5%. After the calculated amount of hydrogen was taken up, the catalyst was filtered off over diatomaceous earth and the filtrate was evaporated. The residue was purified by column chromatog... The reactants are Cc1ccccc1, Cc1cc(N2CCCC2)c2ccc(I)cc2n1, NCC1CC1, c1ccc(P(c2ccccc2)c2ccc3ccccc3c2-c2c(P(c3ccccc3)c3ccccc3)ccc3ccccc23)cc1. The product is Cc1cc(N2CCCC2)c2ccc(NCC3CC3)cc2n1. RXN SMILES: [CH3:69][c:70]1[cH:71][cH:72][cH:73][cH:74][cH:75]1.[I:1][c:2]1[cH:3][cH:4][c:5]2[c:6]([N:13]3[CH2:14][CH2:15][CH2:16][CH2:17]3)[cH:7][c:8]([CH3:12])[n:9][c:10]2[cH:11]1.[NH2:64][CH2:65][CH:66]1[CH2:67][CH2:68]1.[cH:18]1[cH:19][cH:20][c:21]([P:22]([c:23]2[cH:24][cH:25][c:26]3[c:27]([cH:28][cH:29][cH:30][cH:31]3)[c:32]2-[c:33]2[c:34]3[c:35]([cH:36][cH:37][cH:38][cH:39]3)[cH:40][cH:41][c:42]2[P:43]([c:44]2[cH:45][cH:46][cH:47][cH:48][cH:49]2)[c:50]2[cH:51][cH:52][cH:53][cH:54][cH:55]2)[c:56]2[cH:57][cH:58][cH:59][cH:60][cH:61]2)[cH:62][cH:63]1>>[c:2]1([NH:64][CH2:65][CH:66]2[CH2:67][CH2:68]2)[cH:3][cH:4][c:5]2[c:6]([N:13]3[CH2:14][CH2:15][CH2:16][CH2:17]3)[cH:7][c:8]([CH3:12])[n:9][c:10]2[cH:11]1. The reactants are ClC=1C=CC(=C(C#N)C1)F (5-chloro-2-fluorobenzonitrile), C[S-].[Na+] (sodium methanethiolate), Cl (hydrochloric acid). Solvent: CN(C=O)C (N,N-dimethylformamide). Product: ClC=1C=CC(=C(C#N)C1)SC (5-chloro-2-(methylsulfanyl)benzonitrile). The yield is 96.6%. Reaction SMILES: [Cl:1][C:2]1[CH:3]=[CH:4][C:5](F)=[C:6]([CH:9]=1)[C:7]#[N:8].[CH3:11][S-:12].[Na+].Cl>CN(C)C=O>[Cl:1][C:2]1[CH:3]=[CH:4][C:5]([S:12][CH3:11])=[C:6]([CH:9]=1)[C:7]#[N:8] |f:1.2|. Procedure details: (Step 1) A mixture of 5-chloro-2-fluorobenzonitrile (5.0 g) and sodium methanethiolate (2.48 g) was stirred in N,N-dimethylformamide (20 ml) at 60° C. for 1 hr. The reaction solution was treated with 1N hydrochloric acid, and extracted with ethyl acetate. The extract was washed with saturated brine, and dried over magnesium sulfate. The solvent was evaporated under reduced pressure to give 5-chloro-2-(methylsulfanyl)benzonitrile (5.7 g). Reactants: CC(C)(C)OC(=O)N1CCC(NC(=O)OCc2ccccc2)C1, CO. Product: CC(C)(C)OC(=O)N1CCC(N)C1. As a reaction SMILES: [C:1]([CH3:2])([CH3:3])([CH3:4])[O:5][C:6](=[O:7])[N:8]1[CH2:9][CH:10]([NH:13][C:14](=[O:15])[O:16][CH2:17][c:18]2[cH:19][cH:20][cH:21][cH:22][cH:23]2)[CH2:11][CH2:12]1.[CH3:24][OH:25]>>[C:1]([CH3:2])([CH3:3])([CH3:4])[O:5][C:6](=[O:7])[N:8]1[CH2:9][CH:10]([NH2:13])[CH2:11][CH2:12]1.